From a dataset of the Open Reaction Database (ORD), a public repository of structured organic reaction records. describe an organic reaction: reactants, conditions, products, and yield The reactants are O=C(Cl)C(=O)Cl, O=C1NC(Cc2ccccc2)CO1, C1CCOC1, [Li]CCCC, ClCCl, O=C(O)CCc1cc(F)cc(F)c1, CN(C)C=O. The product is O=C(CCc1cc(F)cc(F)c1)N1C(=O)OCC1Cc1ccccc1. RXN SMILES: [C:14]([Cl:15])(=[O:16])[C:17]([Cl:18])=[O:19].[CH2:20]([c:21]1[cH:22][cH:23][cH:24][cH:25][cH:26]1)[CH:27]1[NH:28][C:29](=[O:32])[O:30][CH2:31]1.[CH2:41]1[O:42][CH2:43][CH2:44][CH2:45]1.[CH3:33][CH2:34][CH2:35][CH2:36][Li:37].[Cl:38][CH2:39][Cl:40].[F:1][c:2]1[cH:3][c:4]([CH2:9][CH2:10][C:11](=[O:12])[OH:13])[cH:5][c:6]([F:8])[cH:7]1.[O:46]=[CH:47][N:48]([CH3:49])[CH3:50]>>[F:1][c:2]1[cH:3][c:4]([CH2:9][CH2:10][C:11](=[O:13])[N:28]2[CH:27]([CH2:20][c:21]3[cH:22][cH:23][cH:24][cH:25][cH:26]3)[CH2:31][O:30][C:29]2=[O:32])[cH:5][c:6]([F:8])[cH:7]1. The reactants are CC(=O)OCC(=NO)C1=CCC2C3CCC4=CC(=O)CCC4(C)C3(O)CCC12C, CC(=O)[O-], CC(=O)O, CC(C)=O, [Cl-], [Cl-], [Cl-], [NH4+], O, [Ti+3]. The product is CC(=O)OCC(=O)C1=CCC2C3CCC4=CC(=O)CCC4(C)C3(O)CCC12C. RXN SMILES: [C:1]([CH3:2])(=[O:3])[O:4][CH2:5][C:6]([C:7]1=[CH:8][CH2:9][CH:10]2[CH:11]3[CH2:12][CH2:13][C:14]4=[CH:15][C:16](=[O:27])[CH2:17][CH2:18][C:19]4([CH3:20])[C:21]3([OH:26])[CH2:22][CH2:23][C:24]12[CH3:25])=[N:28][OH:29].[CH3:31][C:32]([O-:33])=[O:34].[CH3:35][C:36](=[O:37])[OH:38].[CH3:39][C:40](=[O:41])[CH3:42].[Cl-:43].[Cl-:44].[Cl-:45].[NH4+:30].[OH2:47].[Ti+3:46]>>[C:1]([CH3:2])(=[O:3])[O:4][CH2:5][C:6]([C:7]1=[CH:8][CH2:9][CH:10]2[CH:11]3[CH2:12][CH2:13][C:14]4=[CH:15][C:16](=[O:27])[CH2:17][CH2:18][C:19]4([CH3:20])[C:21]3([OH:26])[CH2:22][CH2:23][C:24]12[CH3:25])=[O:33]. The reactants are BrC(Br)(Br)Br, ClCCl, CCCC(O)c1ccc(C(=O)OC)cc1, c1ccc(P(c2ccccc2)c2ccccc2)cc1. Product: CCCC(Br)c1ccc(C(=O)OC)cc1. Reaction SMILES: [Br:35][C:36]([Br:37])([Br:38])[Br:39].[Cl:40][CH2:41][Cl:42].[OH:20][CH:21]([CH2:22][CH2:23][CH3:24])[c:25]1[cH:26][cH:27][c:28]([C:29](=[O:30])[O:31][CH3:32])[cH:33][cH:34]1.[c:1]1([P:2]([c:3]2[cH:4][cH:5][cH:6][cH:7][cH:8]2)[c:9]2[cH:10][cH:11][cH:12][cH:13][cH:14]2)[cH:15][cH:16][cH:17][cH:18][cH:19]1>>[CH:21]([CH2:22][CH2:23][CH3:24])([c:25]1[cH:26][cH:27][c:28]([C:29](=[O:30])[O:31][CH3:32])[cH:33][cH:34]1)[Br:35]. Procedure: 1M LAH in THF (3 mL, 3 mmol) was added dropwise to (3S,5S)-3,4,5-trimethyl-2-piperazinone (123 mg, 0.86 mmol). The reaction was allowed to warm to room temperature, then stirred at room temperature for 40 min and at reflux for an additional 5 h. After cooling to room temperature, the reaction was quenched by the sequential addition of H2O (0.114 mL), 15% NaOH (0.114 mL), and H2O (0.342 mL). The mixture was stirred for 0.5 h, and the solids were filtered off and washed with excess THF. To the com... Conditions: time 40 minute. The yield is 146.9%. Reaction SMILES: [H-].[H-].[H-].[H-].[Li+].[Al+3].C1COCC1.[CH3:12][C@@H:13]1[N:18]([CH3:19])[C@@H:17]([CH3:20])[CH2:16][NH:15][C:14]1=O>>[CH3:19][N:18]1[C@@H:13]([CH3:12])[CH2:14][NH:15][CH2:16][C@@H:17]1[CH3:20] |f:0.1.2.3.4.5|. Starting materials: [H-].[H-].[H-].[H-].[Li+].[Al+3] (LAH), C1CCOC1 (THF), C[C@H]1C(NC[C@@H](N1C)C)=O ((3S,5S)-3,4,5-trimethyl-2-piperazinone). The product is hydrochloride salt, CN1[C@H](CNC[C@@H]1C)C ((2S,6S)-1,2,6-trimethylpiperazine). Reactants: C(=O)NC(C1=CC=C(C=C1)I)(C)C (N-formyl-α, α-dimethyl-4-iodobenzylamine), C(=O)NC(C1=CC=C(C=C1)C#CC1=CC=CC=C1)(CC)CC (N-formyl-α,α-diethyl-4-(phenylethynyl)-benzylamine), C(=O)NC(C1=CC=C(C=C1)C#CC1=CC=CC=C1)(CCC)CCC (N-formyl-α,α-di(n-propyl)-4-(phenylethynyl)-benzylamine), C(=O)NC(C1=CC=C(C=C1)I)(CC)CC (N-formyl-α,α-diethyl-4-iodobenzylamine), C(=O)NC(C1=CC=C(C=C1)I)(CCC)CCC (N-formyl-α,α-di(n-propyl)- 4-iodobenzylamine). Yields the product C(=O)NC(C1=CC=C(C=C1)C#CC1=CC=CC=C1)(C)C (N-Formyl-α,α-dimethyl-4-(phenylethynyl)-benzylamine). Reaction SMILES: C(NC(C)(C)C1C=CC(I)=CC=1)=O.C(NC(CC)(CC)C1C=CC(I)=CC=1)=O.C(NC(CCC)(CCC)C1C=CC(I)=CC=1)=O.[CH:46]([NH:48][C:49]([CH2:66]C)([CH2:64]C)[C:50]1[CH:55]=[CH:54][C:53]([C:56]#[C:57][C:58]2[CH:63]=[CH:62][CH:61]=[CH:60][CH:59]=2)=[CH:52][CH:51]=1)=[O:47].C(NC(CCC)(CCC)C1C=CC(C#CC2C=CC=CC=2)=CC=1)=O>>[CH:46]([NH:48][C:49]([CH3:66])([CH3:64])[C:50]1[CH:55]=[CH:54][C:53]([C:56]#[C:57][C:58]2[CH:63]=[CH:62][CH:61]=[CH:60][CH:59]=2)=[CH:52][CH:51]=1)=[O:47]. Procedure details: The experiment is repeated using in place of N-formyl-α, α-dimethyl-4-iodobenzylamine the corresponding N-formyl-α,α-diethyl-4-iodobenzylamine of N-formyl-α,α-di(n-propyl)- 4-iodobenzylamine with resultant production of N-formyl-α,α-diethyl-4-(phenylethynyl)-benzylamine of N-formyl-α,α-di(n-propyl)-4-(phenylethynyl)-benzylamine. Starting materials: FC1=C(C=CC=C1)C1=NC(C(N(C2=C1C=C(C=C2)[N+](=O)[O-])C)=O)(C)C (5-(o-fluorphenyl)-1,3-dihydro-1,3,3-trimethyl-7-nitro-2H-1,4-benzodiazepin-2-one), BrC1=CC(=CC=2C(=NC(C(N(C21)C)=O)(C)C)C2=C(C=CC=C2)F)[N+](=O)[O-] (9-bromo-5-(o-fluorophenyl)-1,3-dihydro-1,3,3-trimethyl-7-nitro-2H-1,4-benzodiazepin-2-one), ether petroleum ether. Yields the product BrC1=CC(=CC=2C(=NC(C(NC21)=O)(C)C)C2=C(C=CC=C2)F)[N+](=O)[O-] (9-bromo-5-(o-fluorophenyl)-1,3-dihydro-3,3-dimethyl-7-nitro-2H-1,4-benzodiazepin-2-one). Reaction SMILES: FC1C=CC=CC=1C1C2C=C([N+]([O-])=O)C=CC=2N(C)C(=O)C(C)(C)N=1.[Br:26][C:27]1[C:37]2[N:36](C)[C:35](=[O:39])[C:34]([CH3:41])([CH3:40])[N:33]=[C:32]([C:42]3[CH:47]=[CH:46][CH:45]=[CH:44][C:43]=3[F:48])[C:31]=2[CH:30]=[C:29]([N+:49]([O-:51])=[O:50])[CH:28]=1>>[Br:26][C:27]1[C:37]2[NH:36][C:35](=[O:39])[C:34]([CH3:41])([CH3:40])[N:33]=[C:32]([C:42]3[CH:47]=[CH:46][CH:45]=[CH:44][C:43]=3[F:48])[C:31]=2[CH:30]=[C:29]([N+:49]([O-:51])=[O:50])[CH:28]=1. Procedure details: From 21.8 g (0.054 mol) of 9-bromo-5-(o-fluorophenyl)-1,3-dihydro-3,3-dimethyl-7-nitro-2H-1,4-benzodiazepin-2-one there is obtained, in analogy to the details in paragraph (c) of Example 1, 9-bromo-5-(o-fluorophenyl)-1,3-dihydro-1,3,3-trimethyl-7-nitro-2H-1,4-benzodiazepin-2-one of melting point 180° (ether/petroleum ether).